From a dataset of the Open Reaction Database (ORD), a public repository of structured organic reaction records. describe an organic reaction: reactants, conditions, products, and yield As a reaction SMILES: [H-].[Na+].[CH3:3][O:4][C:5]1[CH:28]=[CH:27][C:8]2[N:9]=[C:10]([C:12]3[CH:26]=[CH:25][C:15]([CH2:16]P(=O)(OCC)OCC)=[CH:14][CH:13]=3)[S:11][C:7]=2[CH:6]=1.[Cl:29][C:30]1[CH:37]=[CH:36][C:33]([CH:34]=O)=[CH:32][C:31]=1[N+:38]([O-:40])=[O:39]>C1COCC1>[Cl:29][C:30]1[CH:37]=[CH:36][C:33]([CH:34]=[CH:16][C:15]2[CH:14]=[CH:13][C:12]([C:10]3[S:11][C:7]4[CH:6]=[C:5]([O:4][CH3:3])[CH:28]=[CH:27][C:8]=4[N:9]=3)=[CH:26][CH:25]=2)=[CH:32][C:31]=1[N+:38]([O-:40])=[O:39] |f:0.1|. Procedure details: Prepared as described in the Alkene Formation section using sodium hydride (60% dispersion in mineral oil, 0.077 g, 1.92 mmol), diethyl 4-(6-methoxybenzothiazol-2-yl)benzylphosphonate (0.5 g, 1.28 mmol) and 4-chloro-3-nitrobenzaldehyde (0.26 g, 1.41 mmol) in dry THF (20 ml) to give the title compound (0.251 g, 46%) as pale orange needles after work-up and recrystallisation from 1,2-dichloroethane. Isolated yield 46.4%. Run in C1CCOC1 (THF). Yields the product ClC1=C(C=C(C=C1)C=CC1=CC=C(C=C1)C=1SC2=C(N1)C=CC(=C2)OC)[N+](=O)[O-] (2-{4-[2-(4-Chloro-3-nitrophenyl)-vinyl]-phenyl}-6-methoxybenzothiazole). Reactants: Alkene, ClC1=C(C=C(C=O)C=C1)[N+](=O)[O-] (4-chloro-3-nitrobenzaldehyde), [H-].[Na+] (sodium hydride), COC1=CC2=C(N=C(S2)C2=CC=C(CP(OCC)(OCC)=O)C=C2)C=C1 (diethyl 4-(6-methoxybenzothiazol-2-yl)benzylphosphonate). Reactants: COC(C)(C)C, CCOC(=O)CC(=O)C=Cc1c(C2CC2)nc2ccccc2c1-c1ccc(F)cc1, O=CO, [Na+], O=C([O-])O, CN(C)C=O. Yields the product CCOC(=O)CC(O)C=Cc1c(C2CC2)nc2ccccc2c1-c1ccc(F)cc1. RXN SMILES: [C:44]([O:45][CH3:46])([CH3:47])([CH3:48])[CH3:49].[CH2:1]([CH3:2])[O:3][C:4]([CH2:5][C:6]([CH:7]=[CH:8][c:9]1[c:10]([CH:26]2[CH2:27][CH2:28]2)[n:11][c:12]2[cH:13][cH:14][cH:15][cH:16][c:17]2[c:18]1-[c:19]1[cH:20][cH:21][c:22]([F:25])[cH:23][cH:24]1)=[O:29])=[O:30].[CH:31]([OH:32])=[O:33].[Na+:38].[O-:34][C:35]([OH:36])=[O:37].[O:39]=[CH:40][N:41]([CH3:42])[CH3:43]>>[CH2:1]([CH3:2])[O:3][C:4]([CH2:5][CH:6]([CH:7]=[CH:8][c:9]1[c:10]([CH:26]2[CH2:27][CH2:28]2)[n:11][c:12]2[cH:13][cH:14][cH:15][cH:16][c:17]2[c:18]1-[c:19]1[cH:20][cH:21][c:22]([F:25])[cH:23][cH:24]1)[OH:29])=[O:30]. Starting materials: Cc1ccccc1, C=CCN([SiH](C)C)[SiH](C)C. Yields the product CC1CN([SiH](C)C)[Si]1(C)C. RXN SMILES: [CH3:11][c:12]1[cH:13][cH:14][cH:15][cH:16][cH:17]1.[CH3:1][SiH:2]([N:3]([SiH:4]([CH3:5])[CH3:6])[CH2:7][CH:8]=[CH2:9])[CH3:10]>>[CH3:1][SiH:2]([N:3]1[Si:4]([CH3:5])([CH3:6])[CH:8]([CH3:9])[CH2:7]1)[CH3:10]. Starting materials: C(=O)(O)C(C)(C)NC(=O)CCCC1=CC=C(C=C1)CCC1=C2C(=NN(C2=CC=C1)CCOC(C(C)(C)C)=O)O[C@H]1[C@H](OC(C(C)(C)C)=O)[C@@H](OC(C(C)(C)C)=O)[C@H](OC(C(C)(C)C)=O)[C@H](O1)COC(C(C)(C)C)=O (4-[2-(4-{3-[1-carboxy-1-(methyl)ethyl-carbamoyl]propyl}phenyl)ethyl]-3-(2,3,4,6-tetra-O-pivaloyl-β-D-glucopyranosyloxy)-1-(2-pivaloyloxyethyl)-1H-indazole), OCCN1CCNCC1 (1-(2-hydroxyethyl)piperazine), ON1N=NC2=C1C=CC=C2 (1-hydroxybenzotriazole), Cl.C(C)N=C=NCCCN(C)C (1-ethyl-3-(3-dimethylaminopropyl)carbodiimide hydrochloride). Solvent: CN(C=O)C (N,N-dimethylformamide), C(C)N(CC)CC (triethylamine), O (water). Conditions: temperature 50 celsius, time 8 hour. Yields the product OCCN1CCN(CC1)C(=O)C(C)(C)NC(=O)CCCC1=CC=C(C=C1)CCC1=C2C(=NN(C2=CC=C1)CCOC(C(C)(C)C)=O)O[C@H]1[C@H](OC(C(C)(C)C)=O)[C@@H](OC(C(C)(C)C)=O)[C@H](OC(C(C)(C)C)=O)[C@H](O1)COC(C(C)(C)C)=O (4-[2-(4-{3-[1-{[4-(2-hydroxyethyl)-piperazin-1-yl]carbonyl}-1-(methyl)ethylcarbamoyl]propyl}-phenyl)ethyl]-3-(2,3,4,6-tetra-O-pivaloyl-β-D-glucopyranosyloxy)-1-(2-pivaloyloxyethyl)-1H-indazole). Isolated yield 49.6%. As a reaction SMILES: [C:1]([C:4]([NH:7][C:8]([CH2:10][CH2:11][CH2:12][C:13]1[CH:18]=[CH:17][C:16]([CH2:19][CH2:20][C:21]2[CH:29]=[CH:28][CH:27]=[C:26]3[C:22]=2[C:23]([O:39][C@@H:40]2[O:66][C@H:65]([CH2:67][O:68][C:69](=[O:74])[C:70]([CH3:73])([CH3:72])[CH3:71])[C@@H:57]([O:58][C:59](=[O:64])[C:60]([CH3:63])([CH3:62])[CH3:61])[C@H:49]([O:50][C:51](=[O:56])[C:52]([CH3:55])([CH3:54])[CH3:53])[C@H:41]2[O:42][C:43](=[O:48])[C:44]([CH3:47])([CH3:46])[CH3:45])=[N:24][N:25]3[CH2:30][CH2:31][O:32][C:33](=[O:38])[C:34]([CH3:37])([CH3:36])[CH3:35])=[CH:15][CH:14]=1)=[O:9])([CH3:6])[CH3:5])(O)=[O:2].[OH:75][CH2:76][CH2:77][N:78]1[CH2:83][CH2:82][NH:81][CH2:80][CH2:79]1.ON1C2C=CC=CC=2N=N1.Cl.C(N=C=NCCCN(C)C)C>CN(C)C=O.O.C(N(CC)CC)C>[OH:75][CH2:76][CH2:77][N:78]1[CH2:83][CH2:82][N:81]([C:1]([C:4]([NH:7][C:8]([CH2:10][CH2:11][CH2:12][C:13]2[CH:18]=[CH:17][C:16]([CH2:19][CH2:20][C:21]3[CH:29]=[CH:28][CH:27]=[C:26]4[C:22]=3[C:23]([O:39][C@@H:40]3[O:66][C@H:65]([CH2:67][O:68][C:69](=[O:74])[C:70]([CH3:73])([CH3:72])[CH3:71])[C@@H:57]([O:58][C:59](=[O:64])[C:60]([CH3:63])([CH3:62])[CH3:61])[C@H:49]([O:50][C:51](=[O:56])[C:52]([CH3:53])([CH3:54])[CH3:55])[C@H:41]3[O:42][C:43](=[O:48])[C:44]([CH3:45])([CH3:46])[CH3:47])=[N:24][N:25]4[CH2:30][CH2:31][O:32][C:33](=[O:38])[C:34]([CH3:37])([CH3:36])[CH3:35])=[CH:15][CH:14]=2)=[O:9])([CH3:5])[CH3:6])=[O:2])[CH2:80][CH2:79]1 |f:3.4|. Procedure details: To a solution of 4-[2-(4-{3-[1-carboxy-1-(methyl)ethyl-carbamoyl]propyl}phenyl)ethyl]-3-(2,3,4,6-tetra-O-pivaloyl-β-D-glucopyranosyloxy)-1-(2-pivaloyloxyethyl)-1H-indazole (40 mg) in N,N-dimethylformamide (1 mL) were added 1-(2-hydroxyethyl)piperazine (6 mg), 1-hydroxybenzotriazole (6 mg), 1-ethyl-3-(3-dimethylaminopropyl)carbodiimide hydrochloride (11 mg) and triethylamine (0.016 mL), and the mixture was stirred at 50° C. overnight. The reaction mixture was poured into water, and the resulting ... The reactants are C(#N)C1CC2(C1)CN(CC2)C(=O)OC(C)(C)C (tert-butyl 2-cyano-6-azaspiro[3.4]octane-6-carboxylate), solution, [OH-].[Na+] (sodium hydroxide). Reagents/catalysts: [Ni] (Raney nickel). Run in C(C)O (ethanol). Run at time 5 hour. Product: NCC1CC2(C1)CN(CC2)C(=O)OC(C)(C)C (tert-Butyl 2-aminomethyl-6-azaspiro[3.4]octane-6-carboxylate). As a reaction SMILES: [C:1]([CH:3]1[CH2:6][C:5]2([CH2:10][CH2:9][N:8]([C:11]([O:13][C:14]([CH3:17])([CH3:16])[CH3:15])=[O:12])[CH2:7]2)[CH2:4]1)#[N:2].[OH-].[Na+]>[Ni].C(O)C>[NH2:2][CH2:1][CH:3]1[CH2:4][C:5]2([CH2:10][CH2:9][N:8]([C:11]([O:13][C:14]([CH3:17])([CH3:16])[CH3:15])=[O:12])[CH2:7]2)[CH2:6]1 |f:1.2|. Reported procedure: Raney nickel is added in catalytic amount to a solution of 0.27 g (1.14 mmol) of tert-butyl 2-cyano-6-azaspiro[3.4]octane-6-carboxylate (isomer 1a), obtained in step 8.1., in 10 mL of a 1N solution of sodium hydroxide in ethanol. The reaction medium is placed in a Parr flask under a hydrogen atmosphere (4 bar), at room temperature for 5 hours. Starting materials: CI (methyliodide), ClC=1C=C2CCN(C(C2=CC1)=O)C=1C=NC=C(C1)CO (6-chloro-2-(5-hydroxymethyl-pyridin-3-yl)-3,4-dihydro-2H-isoquinolin-1-one), [H-].[Na+] (NaH), [H][H] (hydrogen). Solvent: C1CCOC1 (THF), C1CCOC1 (THF). Conditions: time 1 hour. Product: ClC=1C=C2CCN(C(C2=CC1)=O)C=1C=NC=C(C1)COC (6-Chloro-2-(5-methoxymethyl-pyridin-3-yl)-3,4-dihydro-2H-isoquinolin-1-one). Isolated yield 14.9%. RXN SMILES: [Cl:1][C:2]1[CH:3]=[C:4]2[C:9](=[CH:10][CH:11]=1)[C:8](=[O:12])[N:7]([C:13]1[CH:14]=[N:15][CH:16]=[C:17]([CH2:19][OH:20])[CH:18]=1)[CH2:6][CH2:5]2.[H-].[Na+].[H][H].[CH3:25]I>C1COCC1>[Cl:1][C:2]1[CH:3]=[C:4]2[C:9](=[CH:10][CH:11]=1)[C:8](=[O:12])[N:7]([C:13]1[CH:14]=[N:15][CH:16]=[C:17]([CH2:19][O:20][CH3:25])[CH:18]=1)[CH2:6][CH2:5]2 |f:1.2|. Procedure details: To a solution of 6-chloro-2-(5-hydroxymethyl-pyridin-3-yl)-3,4-dihydro-2H-isoquinolin-1-one (example 3) (28.8 mg, 0.1 mmol) in THF (5 mL) was added NaH (8 mg, 0.2 mmol, 60% dispersion in mineral oil) at room temperature. After hydrogen evolution ceased, a solution of methyliodide (0.2 mmol) in THF (5 mL) was added dropwise, and the resulting mixture was stirred at room temperature for 1 hour. The mixture was then treated with satd. aqueous NH4Cl solution and extracted three times with EtOAc. The...